This data is from the Open Reaction Database (ORD), a public repository of structured organic reaction records. The task is: describe an organic reaction: reactants, conditions, products, and yield Reactants: C(=O)(N1C=NC=C1)N1C=NC=C1 (1,1′-carbonyldiimidazole), Cl (HCl), C1(=CC=CC=C1)SCC(=O)O (2-(phenylthio)acetic acid), FC(C(=O)[O-])(F)F.N[C@H]1[C@H]2SCC(=C(N2C1=O)C(=O)O)/C=C\1/C(N(CC1)CC1=CC=[N+](C=C1)CC(NC1=CC=C(C=C1)O)=O)=O ((E)-(6R,7R)-7-amino-3-[1-[1-[(4-hydroxy-phenylcarbamoyl)-methyl]-pyridin-1-ium-4-ylmethyl]-2-oxo-pyrrolidin-3-ylidenemethyl]-8-oxo-5-thia-1-aza-bicyclo[4.2.0]oct-2-ene-2-carboxylate trifluoroacetate). Solvent: CN(C(C)=O)C (N,N-dimethylacetamide), O.C(C)#N (water acetonitrile). The product is OC1=CC=C(C=C1)NC(=O)C[N+]1=CC=C(C=C1)CN1C(\C(\CC1)=C\C1=C(N2C([C@H]([C@H]2SC1)NC(CSC1=CC=CC=C1)=O)=O)C(=O)[O-])=O ((E)-(6R,7R)-3-[1-[1-[(4-Hydroxy-phenylcarbamoyl)-methyl]-pyridin-1-ium-4-ylmethyl]-2-oxo-pyrrolidin-3-ylidenemethyl]-8-oxo-7-(2-phenylsulfanylacetylamino)-5-thia-1-aza-bicyclo[4.2.0]oct-2-ene-2-carboxylate). As a reaction SMILES: C(N1C=CN=C1)(N1C=CN=C1)=O.[C:13]1([S:19][CH2:20][C:21]([OH:23])=O)[CH:18]=[CH:17][CH:16]=[CH:15][CH:14]=1.FC(F)(F)C([O-])=O.[NH2:31][C@@H:32]1[C:39](=[O:40])[N:38]2[C@@H:33]1[S:34][CH2:35][C:36](/[CH:44]=[C:45]1/[C:46](=[O:68])[N:47]([CH2:50][C:51]3[CH:56]=[CH:55][N+:54]([CH2:57][C:58](=[O:67])[NH:59][C:60]4[CH:65]=[CH:64][C:63]([OH:66])=[CH:62][CH:61]=4)=[CH:53][CH:52]=3)[CH2:48][CH2:49]/1)=[C:37]2[C:41]([OH:43])=[O:42].Cl>CN(C)C(=O)C.O.C(#N)C>[OH:66][C:63]1[CH:62]=[CH:61][C:60]([NH:59][C:58]([CH2:57][N+:54]2[CH:55]=[CH:56][C:51]([CH2:50][N:47]3[CH2:48][CH2:49]/[C:45](=[CH:44]\[C:36]4[CH2:35][S:34][C@H:33]5[N:38]([C:39](=[O:40])[C@H:32]5[NH:31][C:21](=[O:23])[CH2:20][S:19][C:13]5[CH:14]=[CH:15][CH:16]=[CH:17][CH:18]=5)[C:37]=4[C:41]([O-:43])=[O:42])/[C:46]3=[O:68])=[CH:52][CH:53]=2)=[O:67])=[CH:65][CH:64]=1 |f:2.3,6.7|. Procedure details: With 70.0 mg (0.43 mmol) 1,1′-carbonyldiimidazole, 71.0 mg (0.43 mmol) 2-(phenylthio)acetic acid and 188.4 mg (0.29 mmol) (E)-(6R,7R)-7-amino-3-[1-[1-[(4-hydroxy-phenylcarbamoyl)-methyl]-pyridin-1-ium-4-ylmethyl]-2-oxo-pyrrolidin-3-ylidenemethyl]-8-oxo-5-thia-1-aza-bicyclo[4.2.0]oct-2-ene-2-carboxylate trifluoroacetate in 4 ml ml N,N-dimethylacetamide. The resulting solid was suspended in 6 ml water:acetonitrile (1:1) and HCl was added until all compound dissolved. After column chromatography on... The reactants are C(C)(C)(C)OC(C(C)(C)SC1=CC=2CCC(CC2C=C1OC)N(C(=O)NC1=CC=C(C=C1)OC(F)(F)F)CC)=O (2-{6-[1-ethyl-3-(4-trifluoromethoxyphenyl)ureido]-3-methoxy-5,6,7,8-tetrahydronaphthalen-2-ylsulfanyl}-2-methylpropionic acid tert butyl ester), C(=O)(C(F)(F)F)O (TFA). Solvent: C(Cl)Cl (CH2Cl2). Reaction conditions: time 1.5 hour. Product: C(C)N(C(=O)NC1=CC=C(C=C1)OC(F)(F)F)C1CC=2C=CC(=CC2CC1)SC(C(=O)O)(C)C (2-{6-[1ethyl-3-(4-trifluoromethoxyphenyl)ureido]-5,6,7,8-tetrahydronaphthalen-2-ylsulfanyl}-2-methylpropionic acid). Reaction SMILES: C([O:5][C:6](=[O:40])[C:7]([S:10][C:11]1[C:20](OC)=[CH:19][C:18]2[CH2:17][CH:16]([N:23]([CH2:38][CH3:39])[C:24]([NH:26][C:27]3[CH:32]=[CH:31][C:30]([O:33][C:34]([F:37])([F:36])[F:35])=[CH:29][CH:28]=3)=[O:25])[CH2:15][CH2:14][C:13]=2[CH:12]=1)([CH3:9])[CH3:8])(C)(C)C.C(O)(C(F)(F)F)=O>C(Cl)Cl>[CH2:38]([N:23]([CH:16]1[CH2:15][CH2:14][C:13]2[CH:12]=[C:11]([S:10][C:7]([CH3:8])([CH3:9])[C:6]([OH:40])=[O:5])[CH:20]=[CH:19][C:18]=2[CH2:17]1)[C:24]([NH:26][C:27]1[CH:28]=[CH:29][C:30]([O:33][C:34]([F:37])([F:35])[F:36])=[CH:31][CH:32]=1)=[O:25])[CH3:39]. Procedure details: To 2-{6-[1-ethyl-3-(4-trifluoromethoxyphenyl)ureido]-3-methoxy-5,6,7,8-tetrahydronaphthalen-2-ylsulfanyl}-2-methylpropionic acid tert butyl ester (0.02 g; 0.03 mmol) dissolved in CH2Cl2 (1.5 mL) was added TFA (1.5 mL) and the reaction mixture was stirred at room temperature for 1.5 h. The solvent was removed under reduced pressure and the residue was purified by reverse-phase semi-prep HPLC eluting with a MeCN—H2O gradient to yield 2-{6-[1ethyl-3-(4-trifluoromethoxyphenyl)ureido]-5,6,7,8-tetrahy... Starting materials: iodohydrin, CC(C)(C#N)N=NC(C)(C)C#N (AIBN), C(F)(F)(C(F)(F)C(F)(F)C(F)(F)F)I (C4F9I), C=CCCCCCCCCCO (CH2═CH(CH2)9OH). Reagents/catalysts: [Zn] (zinc). Solvent: C(C)O (ethyl alcohol). Product: C4F9(CH2)11OAcr, C(F)(F)(C(F)(F)C(F)(F)C(F)(F)F)CCCCCCCCCCCO (C4F9(CH2)11OH). Reaction SMILES: CC(N=NC(C#N)(C)C)(C#N)C.[C:13](I)([C:16]([C:19]([C:22]([F:25])([F:24])[F:23])([F:21])[F:20])([F:18])[F:17])([F:15])[F:14].[CH2:27]=[CH:28][CH2:29][CH2:30][CH2:31][CH2:32][CH2:33][CH2:34][CH2:35][CH2:36][CH2:37][OH:38]>C(O)C.[Zn]>[C:13]([CH2:27][CH2:28][CH2:29][CH2:30][CH2:31][CH2:32][CH2:33][CH2:34][CH2:35][CH2:36][CH2:37][OH:38])([C:16]([C:19]([C:22]([F:25])([F:24])[F:23])([F:21])[F:20])([F:18])[F:17])([F:15])[F:14]. Procedure details: C4F9(CH2)11OAcr was prepared essentially as described above starting with the AIBN catalyzed addition of C4F9I to CH2═CH(CH2)9OH. The resulting iodohydrin was reduced with zinc in ethyl alcohol to give the desired C4F9(CH2)11OH and olefinic products in about an 80:20 ratio as follows.